Dataset: the Open Reaction Database (ORD), a public repository of structured organic reaction records. Task: describe an organic reaction: reactants, conditions, products, and yield Reactants: Fc1ccc(F)c(CBr)c1, O=C([O-])[O-], CCCCc1nc(C)[nH]c(=O)c1Cc1ccc(-c2ccccc2C#N)cc1, CN(C)C=O, CCOC(C)=O, [K+], [K+]. Product: CCCCc1nc(C)n(Cc2cc(F)ccc2F)c(=O)c1Cc1ccc(-c2ccccc2C#N)cc1. RXN SMILES: [Br:34][CH2:35][c:36]1[c:37]([F:43])[cH:38][cH:39][c:40]([F:42])[cH:41]1.[C:28](=[O:29])([O-:30])[O-:31].[CH2:1]([CH2:2][CH2:3][CH3:4])[c:5]1[n:6][c:7]([CH3:27])[nH:8][c:9](=[O:26])[c:10]1[CH2:11][c:12]1[cH:13][cH:14][c:15](-[c:18]2[c:19]([C:24]#[N:25])[cH:20][cH:21][cH:22][cH:23]2)[cH:16][cH:17]1.[CH3:44][N:45]([CH3:46])[CH:47]=[O:48].[CH3:49][CH2:50][O:51][C:52](=[O:53])[CH3:54].[K+:32].[K+:33]>>[CH2:1]([CH2:2][CH2:3][CH3:4])[c:5]1[n:6][c:7]([CH3:27])[n:8]([CH2:35][c:36]2[c:37]([F:43])[cH:38][cH:39][c:40]([F:42])[cH:41]2)[c:9](=[O:26])[c:10]1[CH2:11][c:12]1[cH:13][cH:14][c:15](-[c:18]2[c:19]([C:24]#[N:25])[cH:20][cH:21][cH:22][cH:23]2)[cH:16][cH:17]1.